The task is: describe an organic reaction: reactants, conditions, products, and yield. This data is from the Open Reaction Database (ORD), a public repository of structured organic reaction records. Reactants: OCCC1CCN(CC1)C(C(C1=CC=CC=C1)C1=CC=CC=C1)=O (1-[4-(2-Hydroxyethyl)piperidin-1-yl]-2,2-diphenylethanone), P(Br)(Br)Br (phosphorous tribromide). The solvent is ClCCl (dichloromethane). Yields the product BrCCC1CCN(CC1)C(C(C1=CC=CC=C1)C1=CC=CC=C1)=O (1-[4-(2-bromoethyl)-piperidin-1-yl]-2,2-diphenylethanone). Yield: 26.3%. As a reaction SMILES: O[CH2:2][CH2:3][CH:4]1[CH2:9][CH2:8][N:7]([C:10](=[O:24])[CH:11]([C:18]2[CH:23]=[CH:22][CH:21]=[CH:20][CH:19]=2)[C:12]2[CH:17]=[CH:16][CH:15]=[CH:14][CH:13]=2)[CH2:6][CH2:5]1.P(Br)(Br)[Br:26]>ClCCl>[Br:26][CH2:2][CH2:3][CH:4]1[CH2:9][CH2:8][N:7]([C:10](=[O:24])[CH:11]([C:18]2[CH:23]=[CH:22][CH:21]=[CH:20][CH:19]=2)[C:12]2[CH:17]=[CH:16][CH:15]=[CH:14][CH:13]=2)[CH2:6][CH2:5]1. Procedure: 1-[4-(2-Hydroxyethyl)piperidin-1-yl]-2,2-diphenylethanone (2.39 g; 8.11 mmol) was dissolved in dichloromethane (20 ml). At room temperature, phosphorous tribromide (1.6 ml; 8.92 mmol) was slowly added dropwise. The reaction mixture was heated under reflux for 4 h. Cooling was followed by washing with saturated NaHCO3 solution, 2N HCl and saturated NaCl solution, and the organic phase was separated off and dried over Na2SO4. The solvent was removed under reduced pressure. Purification of the resi... Starting materials: COc1c(N)ccc(Br)c1F, CC(=O)O, O=C(O)C(F)(F)F, O. Yields the product COc1c([N+](=O)[O-])ccc(Br)c1F. RXN SMILES: [Br:1][c:2]1[c:3]([F:11])[c:4]([O:9][CH3:10])[c:5]([NH2:6])[cH:7][cH:8]1.[CH3:20][C:21](=[O:22])[OH:23].[F:13][C:14]([F:15])([F:17])[C:18](=[O:16])[OH:19].[OH2:12]>>[Br:1][c:2]1[c:3]([F:11])[c:4]([O:9][CH3:10])[c:5]([N+:6](=[O:12])[O-:16])[cH:7][cH:8]1. Run in Cl (HCl). Reactants: NC1=NC2=CC=CC=C2N=C1 (2-aminoquinoxaline), O.FC1=C(C=C(C=C1)OC)C(=O)C=O (2-fluoro-5-methoxyphenylglyoxal monohydrate). Procedure details: A solution of 2-aminoquinoxaline (100 mg) and 2-fluoro-5-methoxyphenylglyoxal monohydrate (150 mg) in 5% HCl (6 mL) was heated to 60°-65° C. for 8 h. After cooling the mixture to room temperature the precipitate which had formed during the reaction was collected via suction filtration and washed with 5% HCl (1×) followed by H2O (3×). The product was then washed with methylene chloride and dried. The above procedure provided 2-(2-fluoro-5-methoxyphenyl)-imidazo-[1,2-a]quinoxalin-1(5H)-one (Compou... Product: FC1=C(C=C(C=C1)OC)C1=NC=2N(C3=CC=CC=C3NC2)C1=O (2-(2-fluoro-5-methoxyphenyl)-imidazo-[1,2-a]quinoxalin-1(5H)-one). RXN SMILES: [NH2:1][C:2]1[CH:11]=[N:10][C:9]2[C:4](=[CH:5][CH:6]=[CH:7][CH:8]=2)[N:3]=1.O.[F:13][C:14]1[CH:19]=[CH:18][C:17]([O:20][CH3:21])=[CH:16][C:15]=1[C:22]([CH:24]=[O:25])=O>Cl>[F:13][C:14]1[CH:19]=[CH:18][C:17]([O:20][CH3:21])=[CH:16][C:15]=1[C:22]1[C:24](=[O:25])[N:3]2[C:4]3[C:9]([NH:10][CH:11]=[C:2]2[N:1]=1)=[CH:8][CH:7]=[CH:6][CH:5]=3 |f:1.2|. Reactants: OC(CON)CN1CCCCC1 (O-(2-hydroxy-3-piperidino-propyl)-hydroxylamine), C(C)(C)N=C=O (isopropyl isocyanate). Solvent: C(Cl)(Cl)Cl (chloroform). Yields the product C(C)(C)NC(=O)NOCC(CN1CCCCC1)O (N-isopropyl-N'-(2-hydroxy-3-piperidino-propoxy)-urea). Reaction SMILES: [OH:1][CH:2]([CH2:6][N:7]1[CH2:12][CH2:11][CH2:10][CH2:9][CH2:8]1)[CH2:3][O:4][NH2:5].[CH:13]([N:16]=[C:17]=[O:18])([CH3:15])[CH3:14]>C(Cl)(Cl)Cl>[CH:13]([NH:16][C:17]([NH:5][O:4][CH2:3][CH:2]([OH:1])[CH2:6][N:7]1[CH2:12][CH2:11][CH2:10][CH2:9][CH2:8]1)=[O:18])([CH3:15])[CH3:14]. Procedure: O-(2-hydroxy-3-piperidino-propyl)-hydroxylamine (1,74 g, 0,01 mol) was dissolved in 25 ml abs. chloroform and under stirring, 0,98 ml (0,01 mol) isopropyl isocyanate was added. The reaction was monitored by chromatography. At the end of the reaction the solution was evaporated and the oily residue purified by column chromatography. The oil thus obtained was crystallized with methanol-ether. The reactants are BrC=1C=C(C=NC1Cl)C(=O)O (5-bromo-6-chloro-3-pyridinecarboxylic acid), NC[C@](O)(C1CC1)C ((R)-α-(aminomethyl)-α-methyl-cyclopropanemethanol), N1=C(C=CC=C1)CO (2-pyridinemethanol), FC1=CC=C(C=C1)B(O)O ((4-fluoro-phenyl)-boronic acid). The product is C1(CC1)[C@@](CNC(C1=CN=C(C(=C1)C1=CC=C(C=C1)F)OCC1=NC=CC=C1)=O)(C)O (N—((R)-2-cyclopropyl-2-hydroxy-propyl)-5-(4-fluoro-phenyl)-6-(pyridin-2-ylmethoxy)-nicotinamide). Reported procedure: The title compound was synthesized in analogy to Example 31, using 5-bromo-6-chloro-3-pyridinecarboxylic acid, 2-pyridinemethanol, (4-fluoro-phenyl)-boronic acid and (R)-α-(aminomethyl)-α-methyl-cyclopropanemethanol as starting materials to yield N—((R)-2-cyclopropyl-2-hydroxy-propyl)-5-(4-fluoro-phenyl)-6-(pyridin-2-ylmethoxy)-nicotinamide, MS (ISP) 422.0 (M+H)+. As a reaction SMILES: Br[C:2]1[CH:3]=[C:4]([C:9]([OH:11])=O)[CH:5]=[N:6][C:7]=1Cl.[N:12]1[CH:17]=[CH:16][CH:15]=[CH:14][C:13]=1[CH2:18][OH:19].[F:20][C:21]1[CH:26]=[CH:25][C:24](B(O)O)=[CH:23][CH:22]=1.[NH2:30][CH2:31][C@@:32]([CH3:37])([CH:34]1[CH2:36][CH2:35]1)[OH:33]>>[CH:34]1([C@:32]([OH:33])([CH3:37])[CH2:31][NH:30][C:9](=[O:11])[C:4]2[CH:3]=[C:2]([C:24]3[CH:25]=[CH:26][C:21]([F:20])=[CH:22][CH:23]=3)[C:7]([O:19][CH2:18][C:13]3[CH:14]=[CH:15][CH:16]=[CH:17][N:12]=3)=[N:6][CH:5]=2)[CH2:36][CH2:35]1. Reactants: CCCCCn1c(=NN)[nH]c(=O)c2[nH]cnc21, CCO, O=CCCC(=O)O. The product is CCCCCn1c(=NN=CCCC(=O)O)[nH]c(=O)c2[nH]cnc21. RXN SMILES: [CH2:1]([CH2:2][CH2:3][CH2:4][CH3:5])[n:6]1[c:7](=[N:16][NH2:17])[nH:8][c:9](=[O:15])[c:10]2[nH:11][cH:12][n:13][c:14]12.[CH3:25][CH2:26][OH:27].[O:18]=[CH:19][CH2:20][CH2:21][C:22](=[O:23])[OH:24]>>[CH2:1]([CH2:2][CH2:3][CH2:4][CH3:5])[n:6]1[c:7](=[N:16][N:17]=[CH:19][CH2:20][CH2:21][C:22](=[O:23])[OH:24])[nH:8][c:9](=[O:15])[c:10]2[nH:11][cH:12][n:13][c:14]12. Reported procedure: A stirred mixture of 4.2 g. (0.015 mole) of 1-ethyl-1,2-dihydro-4-chloro-2-oxo-1,8-naphthridine-3-carboxylic acid ethyl ester (prepared in the manner described in Example 30), 1.5 g. (0.015 mole) of N-methylpiperazine and 1.6 g. (0.015 mole) of sodium carbonate in 20 ml. of ethanol was heated under reflux for 5 hours. The mixture was filtered and the filtrate was evaporated in a rotary evaporator. The residue was triturated with 50 ml. of 20% aqueous sodium carbonate and this mixture was extract... Yields the product C(C)OC(=O)C=1C(N(C2=NC=CC=C2C1N1CCN(CC1)C)CC)=O (1-Ethyl-1,2-Dihydro-4-(4-Methyl-1-Piperazinyl)-2-Oxo-1,8-Naphthyridine-3-Carboxylic Acid Ethyl Ester). Run in C(C)O (ethanol). The reactants are C(C)OC(=O)C=1C(N(C2=NC=CC=C2C1Cl)CC)=O (1-ethyl-1,2-dihydro-4-chloro-2-oxo-1,8-naphthridine-3-carboxylic acid ethyl ester), Cl (hydrochloride), CN1CCNCC1 (N-methylpiperazine), C([O-])([O-])=O.[Na+].[Na+] (sodium carbonate). RXN SMILES: [CH2:1]([O:3][C:4]([C:6]1[C:7](=[O:19])[N:8]([CH2:17][CH3:18])[C:9]2[C:14]([C:15]=1Cl)=[CH:13][CH:12]=[CH:11][N:10]=2)=[O:5])[CH3:2].[CH3:20][N:21]1[CH2:26][CH2:25][NH:24][CH2:23][CH2:22]1.C(=O)([O-])[O-].[Na+].[Na+].Cl>C(O)C>[CH2:1]([O:3][C:4]([C:6]1[C:7](=[O:19])[N:8]([CH2:17][CH3:18])[C:9]2[C:14]([C:15]=1[N:24]1[CH2:25][CH2:26][N:21]([CH3:20])[CH2:22][CH2:23]1)=[CH:13][CH:12]=[CH:11][N:10]=2)=[O:5])[CH3:2] |f:2.3.4|. The reactants are NC(=O)CCc1ccc(N2CCN(c3ccc(Br)cc3)C2=O)cc1, O=C(OC(=O)C(F)(F)F)C(F)(F)F, C1CCOC1, O, c1ccncc1. Product: N#CCCc1ccc(N2CCN(c3ccc(Br)cc3)C2=O)cc1. RXN SMILES: [Br:1][c:2]1[cH:3][cH:4][c:5]([N:8]2[C:9](=[O:24])[N:10]([c:13]3[cH:14][cH:15][c:16]([CH2:19][CH2:20][C:21](=[O:22])[NH2:23])[cH:17][cH:18]3)[CH2:11][CH2:12]2)[cH:6][cH:7]1.[F:31][C:32]([F:33])([F:34])[C:35]([O:36][C:37](=[O:38])[C:39]([F:40])([F:41])[F:42])=[O:43].[O:44]1[CH2:45][CH2:46][CH2:47][CH2:48]1.[OH2:49].[cH:25]1[cH:26][cH:27][n:28][cH:29][cH:30]1>>[Br:1][c:2]1[cH:3][cH:4][c:5]([N:8]2[C:9](=[O:24])[N:10]([c:13]3[cH:14][cH:15][c:16]([CH2:19][CH2:20][C:21]#[N:23])[cH:17][cH:18]3)[CH2:11][CH2:12]2)[cH:6][cH:7]1. Product: Cc1cccc(-c2nn3c(c2Br)CCC3)n1. Starting materials: NC(=O)CCC(=O)NBr, Cc1cccc(-c2nn3c(c2C(=O)O)CCC3)n1, CN(C)C=O, CCOC(C)=O. As a reaction SMILES: [Br:19][NH:20][C:21](=[O:22])[CH2:23][CH2:24][C:25]([NH2:26])=[O:27].[CH3:1][c:2]1[cH:3][cH:4][cH:5][c:6](-[c:8]2[c:9]([C:16]([OH:17])=[O:18])[c:10]3[n:11]([n:12]2)[CH2:13][CH2:14][CH2:15]3)[n:7]1.[CH3:28][N:29]([CH3:30])[CH:31]=[O:32].[CH3:33][CH2:34][O:35][C:36](=[O:37])[CH3:38]>>[CH3:1][c:2]1[cH:3][cH:4][cH:5][c:6](-[c:8]2[c:9]([Br:19])[c:10]3[n:11]([n:12]2)[CH2:13][CH2:14][CH2:15]3)[n:7]1. Reactants: CN1CC2=C(NC=3C=CC(=CC23)C)C(C1)C (2,3,4,5-tetrahydro-2,4,8-trimethyl-1H-pyrido[4,3-b]indole), [OH-].[K+] (KOH), O (water), FC(C1=NC=C(C=C1)C=C)(F)F (2-Trifluoromethyl-5-vinyl pyridine). Run in CN1C(CCC1)=O (N-methyl-2-pyrolidone). Reaction conditions: time 10 minute. Yields the product CN1CC2=C(N(C=3C=CC(=CC23)C)CCC=2C=NC(=CC2)C(F)(F)F)C(C1)C (2,4,8-trimethyl-5-(2-(6-(trifluoromethyl)pyridin-3-yl)ethyl)-2,3,4,5-tetrahydro-1H-pyrido[4,3-b]indole). RXN SMILES: [CH3:1][N:2]1[CH2:15][CH:14]([CH3:16])[C:5]2[NH:6][C:7]3[CH:8]=[CH:9][C:10]([CH3:13])=[CH:11][C:12]=3[C:4]=2[CH2:3]1.[OH-].[K+].[F:19][C:20]([F:30])([F:29])[C:21]1[CH:26]=[CH:25][C:24]([CH:27]=[CH2:28])=[CH:23][N:22]=1.O>CN1CCCC1=O>[CH3:1][N:2]1[CH2:15][CH:14]([CH3:16])[C:5]2[N:6]([CH2:28][CH2:27][C:24]3[CH:23]=[N:22][C:21]([C:20]([F:30])([F:19])[F:29])=[CH:26][CH:25]=3)[C:7]3[CH:8]=[CH:9][C:10]([CH3:13])=[CH:11][C:12]=3[C:4]=2[CH2:3]1 |f:1.2|. Procedure: To a solution of 2,3,4,5-tetrahydro-2,4,8-trimethyl-1H-pyrido[4,3-b]indole (200 mg, 0.934 mmol) in N-methyl-2-pyrolidone (2.5 mL) was added powdered KOH (463 mg, 8.27 mmol) and allow to stir for 10 min at RT. 2-Trifluoromethyl-5-vinyl pyridine (323 mg, 1.87 mmol) was added and stirred further for 12 h at RT. The reaction was monitored by TLC. After completion of reaction, water (10 mL) was added and the mixture filtered. Water was added to the filtrate and the product extracted with EtOAc (50 mL...